describe an organic reaction: reactants, conditions, products, and yield From a dataset of the Open Reaction Database (ORD), a public repository of structured organic reaction records. The reactants are CC1(C=2C=CC(=CC2C(=CC1)C=1SC(=CN1)C)C#CC1=CC=C(C(=O)OCC)C=C1)C (ethyl 4-[5,6-dihydro-5,5-dimethyl-8-(5-methylthiazol-2-yl)-2-naphthalenyl]ethynylbenzoate), CC1(C=2C=CC(=CC2C(=CC1)C=1SC(=CN1)C)C#CC1=CC=C(C(=O)OCC)C=C1)C (ethyl 4-[5,6-dihydro-5,5-dimethyl-8-(5-methylthiazol-2-yl)-2-naphthalenyl]ethynylbenzoate), [OH-].[Na+] (NaOH). Run in CCO (EtOH). Conditions: temperature 50 celsius. The product is CC1(C=2C=CC(=CC2C(=CC1)C=1SC(=CN1)C)C#CC1=CC=C(C(=O)O)C=C1)C (4-[(5,6-Dihydro-5,5-dimethyl-8-(5-methylthiazol-2-yl)-2-naphthalenyl)ethynyl]benzoic acid). As a reaction SMILES: [CH3:1][C:2]1([CH3:31])[CH2:11][CH:10]=[C:9]([C:12]2[S:13][C:14]([CH3:17])=[CH:15][N:16]=2)[C:8]2[CH:7]=[C:6]([C:18]#[C:19][C:20]3[CH:30]=[CH:29][C:23]([C:24]([O:26]CC)=[O:25])=[CH:22][CH:21]=3)[CH:5]=[CH:4][C:3]1=2.[OH-].[Na+]>CCO>[CH3:1][C:2]1([CH3:31])[CH2:11][CH:10]=[C:9]([C:12]2[S:13][C:14]([CH3:17])=[CH:15][N:16]=2)[C:8]2[CH:7]=[C:6]([C:18]#[C:19][C:20]3[CH:21]=[CH:22][C:23]([C:24]([OH:26])=[O:25])=[CH:29][CH:30]=3)[CH:5]=[CH:4][C:3]1=2 |f:1.2|. Reported procedure: To a solution of ethyl 4-[5,6-dihydro-5,5-dimethyl-8-(5-methylthiazol-2-yl)-2-naphthalenyl]ethynylbenzoate (Compound 15) (100 mg, 0.23 mmol) and 4 ml of EtOH at room temperature was added aqueous NaOH (1 ml, 1 M, 1 mmol). The resulting solution was warmed to 50° C. for 1 hour and concentrated in vacuo. The residue was suspended in a solution of CH2Cl2 and ether (5:1) and acidified to pH 5 with 1M aqueous HCl. The layers were separated and the organic layer was washed with brine, dried (Na2SO4), ...